Dataset: the Open Reaction Database (ORD), a public repository of structured organic reaction records. Task: describe an organic reaction: reactants, conditions, products, and yield Reactants: O (water), C(C)OC(CN1N=C2CN=C(C3=C(C2=C1)C=CC(=C3)Cl)C3=CC=CC=C3)=O (8-chloro-6-phenyl-2H,4H-pyrazolo[3,4-d][2]benzazepine-2-acetic acid ethyl ester), [H-].[Al+3].[Li+].[H-].[H-].[H-] (lithium aluminum hydride). Solvent: O1CCCC1 (tetrahydrofuran), CCOCC (ether), C(Cl)Cl (methylene chloride). Run at time 15 minute. Product: ClC1=CC2=C(C=3C(CN=C2C2=CC=CC=C2)=NN(C3)CCO)C=C1 (8-Chloro-2-(2-hydroxyethyl)-6-phenyl-2H,4H-pyrazolo[3,4-d][2]benzazepine). As a reaction SMILES: [H-].[Al+3].[Li+].[H-].[H-].[H-].C([O:9][C:10](=O)[CH2:11][N:12]1[CH:21]=[C:20]2[C:14]([CH2:15][N:16]=[C:17]([C:27]3[CH:32]=[CH:31][CH:30]=[CH:29][CH:28]=3)[C:18]3[CH:25]=[C:24]([Cl:26])[CH:23]=[CH:22][C:19]=32)=[N:13]1)C.O>CCOCC.O1CCCC1.C(Cl)Cl>[Cl:26][C:24]1[CH:23]=[CH:22][C:19]2[C:20]3[C:14](=[N:13][N:12]([CH2:11][CH2:10][OH:9])[CH:21]=3)[CH2:15][N:16]=[C:17]([C:27]3[CH:28]=[CH:29][CH:30]=[CH:31][CH:32]=3)[C:18]=2[CH:25]=1 |f:0.1.2.3.4.5|. Procedure details: A solution of 0.4 g (0.01 mol) of lithium aluminum hydride in 80 ml of ether was cooled to -30°. A solution of 0.8 g (2.1 mmol) of 8-chloro-6-phenyl-2H,4H-pyrazolo[3,4-d][2]benzazepine-2-acetic acid ethyl ester in 5 ml of tetrahydrofuran was added and the mixture was stirred at -10° to -5° for 15 min. The reaction mixture was hydrolized by addition of 2 ml of water, diluted with methylene chloride and filtrated over Celite. The filtrate was evaporated and the residue was crystallized from ether ... Starting materials: O1C[C@@H](C2C1OCC2)OC(C2=CC=C(C=C2)[N+](=O)[O-])=O (4-nitro-benzoic acid hexahydro-furo[2,3-b]furan-3-(R)-yl ester), O1CCC(CC1)O (tetrahydro-pyran-4-ol), 5-(3,3-dimethyl-but-1-ynyl)-3-{(4-trans-methyl-cyclohexanecarbonyl)-[4-(tetrahydro-pyran-4-yloxycarbonylamino)-cyclohexyl]-amino}-thiophene-2-carboxylic acid, Cl (HCl), COC(=O)C=1SC(=CC1N(C1CCNCC1)C(=O)C1CCC(CC1)C)C#CC(C)(C)C (5-(3,3-dimethyl-but-1-ynyl)-3-[(4-methyl-cyclohexanecarbonyl)-piperidin-4-yl-amino]-thiophene-2-carboxylic acid methyl ester). Yields the product O1C[C@@H](C2C1OCC2)OC(=O)N2CCC(CC2)N(C(=O)C2CCC(CC2)C)C2=C(SC(=C2)C#CC(C)(C)C)C(=O)O (4-[[2-carboxy-5-(3,3-dimethyl-but-1-ynyl)-thiophen-3-yl]-(4-methyl-cyclohexanecarbonyl)-amino]-piperidine-1-carboxylic acid hexahydro-furo[2,3-b]furan-3-(R)-yl ester). As a reaction SMILES: Cl.C[O:3][C:4]([C:6]1[S:7][C:8]([C:27]#[C:28][C:29]([CH3:32])([CH3:31])[CH3:30])=[CH:9][C:10]=1[N:11]([C:18]([CH:20]1[CH2:25][CH2:24][CH:23]([CH3:26])[CH2:22][CH2:21]1)=[O:19])[CH:12]1[CH2:17][CH2:16][NH:15][CH2:14][CH2:13]1)=[O:5].[O:33]1[CH:37]2[O:38][CH2:39][CH2:40][CH:36]2[C@@H:35]([O:41][C:42](=[O:52])C2C=CC([N+]([O-])=O)=CC=2)[CH2:34]1.O1CCC(O)CC1>>[O:33]1[CH:37]2[O:38][CH2:39][CH2:40][CH:36]2[C@@H:35]([O:41][C:42]([N:15]2[CH2:16][CH2:17][CH:12]([N:11]([C:10]3[CH:9]=[C:8]([C:27]#[C:28][C:29]([CH3:32])([CH3:30])[CH3:31])[S:7][C:6]=3[C:4]([OH:3])=[O:5])[C:18]([CH:20]3[CH2:25][CH2:24][CH:23]([CH3:26])[CH2:22][CH2:21]3)=[O:19])[CH2:13][CH2:14]2)=[O:52])[CH2:34]1. Procedure details: 4-[[2-carboxy-5-(3,3-dimethyl-but-1-ynyl)-thiophen-3-yl]-(4-methyl-cyclohexanecarbonyl)-amino]-piperidine-1-carboxylic acid hexahydro-furo[2,3-b]furan-3-(R)-yl ester was prepared in a similar fashion to 5-(3,3-dimethyl-but-1-ynyl)-3-{(4-trans-methyl-cyclohexanecarbonyl)-[4-(tetrahydro-pyran-4-yloxycarbonylamino)-cyclohexyl]-amino}-thiophene-2-carboxylic acid using method B, except the HCl salt of 5-(3,3-dimethyl-but-1-ynyl)-3-[(4-methyl-cyclohexanecarbonyl)-piperidin-4-yl-amino]-thiophene-2-carb... Starting materials: C(C)(C)(C)OC(CC(CC(CCC)(C)C)C(=O)N1C(OC(C1C)C1=CC=CC=C1)=O)=O (5,5-dimethyl-3-(4-methyl-2-oxo-5-phenyl-oxazolidine-3-carbonyl)-octanoic acid tert-butyl ester), [Li+].[OH-] (LiOH), OO (H2O2). Yields the product C(C)(C)(C)OC(C[C@@H](C(=O)O)CC(CCC)(C)C)=O ((S)-2-(2,2-Dimethyl-pentyl)-succinic acid 4-tert-butyl ester). The yield is 112.5%. RXN SMILES: [C:1]([O:5][C:6](=[O:31])[CH2:7][CH:8]([C:16](N1C(C)C(C2C=CC=CC=2)OC1=O)=[O:17])[CH2:9][C:10]([CH3:15])([CH3:14])[CH2:11][CH2:12][CH3:13])([CH3:4])([CH3:3])[CH3:2].[Li+].[OH-:33].OO>>[C:1]([O:5][C:6](=[O:31])[CH2:7][C@H:8]([CH2:9][C:10]([CH3:14])([CH3:15])[CH2:11][CH2:12][CH3:13])[C:16]([OH:17])=[O:33])([CH3:2])([CH3:3])[CH3:4] |f:1.2|. Procedure details: According to example 1, 3.4 g (7.9 mmol) of 5,5-dimethyl-3-(4-methyl-2-oxo-5-phenyl-oxazolidine-3-carbonyl)-octanoic acid tert-butyl ester, 16 mL (12.8 mmol) of 0.8N LiOH and 4.5 mL of 30% H2O2 gave 2.42 g (>100%) of the title compound as an oil. 1HNMR(400 MHz; CDCl3): 0.77-0.82 (m, 9H), 1.14-1.29 (m, 5H), 1.42 (s, 9H), 1.77 (dd, 1H, J=8 Hz, 16 Hz), 2.36 (dd, 1H, J=6 Hz, 16 Hz), 2.59 (dd, 1H, J=8 Hz, 16 Hz), 2.75-2.85 (m, 1H). The reactants are 5g, C(C(=C)C)(=O)OCCOC(C(=C)C)=O (ethyleneglycol dimethacrylate), N(=NC(C#N)(C)C)C(C#N)(C)C (azobisisobutyronitrile). Yields the product 25g, C(C(=C)C)(=O)OC (methyl methacrylate), C(C(=C)C)(=O)OCCO (ethyleneglycol monomethacrylate), C(C(=C)C)(=O)OCC (ethyl methacrylate). RXN SMILES: [C:1]([O:6][CH2:7][CH2:8][O:9]C(=O)C(C)=C)(=[O:5])[C:2]([CH3:4])=[CH2:3].N(C(C)(C)C#N)=NC(C)(C)C#N>>[C:1]([O:6][CH3:7])(=[O:5])[C:2]([CH3:4])=[CH2:3].[C:1]([O:6][CH2:7][CH2:8][OH:9])(=[O:5])[C:2]([CH3:4])=[CH2:3].[C:1]([O:6][CH2:7][CH3:8])(=[O:5])[C:2]([CH3:4])=[CH2:3]. Reported procedure: Into a test tube, were placed 50 g of polymerizable monomer containing silicon containing compound (A) obtained in Manufacturing Example 1, 25g of methyl methacrylate, 10 g of ethyleneglycol monomethacrylate, 5g of ethyleneglycol dimethacrylate, 10 g of ethyl methacrylate and 0.lg of azobisisobutyronitrile and after purging the air with nitrogen gas, the tube was sealed. The content was polymerized by UV irradiation at 40° C. for 18 hours and then by heating at 110° C. for 6 hours to obtain a co... Reactants: C(#N)C=1C(=C2C=CN(C2=CC1)CC(NO)=N)C(F)(F)F (2-[5-cyano-4-(trifluoromethyl)-1H-indol-1-yl]-N-hydroxyethanimidamide), FC=1C=C(C(=O)O)C=C(C1)C(F)(F)F (3-fluoro-5-(trifluoromethyl)benzoic acid). The product is FC=1C=C(C=C(C1)C(F)(F)F)C1=NC(=NO1)CN1C=CC2=C(C(=CC=C12)C#N)C(F)(F)F (1-({5-[3-Fluoro-5-(trifluoromethyl)phenyl]-1,2,4-oxadiazol-3-yl}methyl)-4-(trifluoromethyl)-1H-indole-5-carbonitrile). RXN SMILES: [C:1]([C:3]1[C:4]([C:17]([F:20])([F:19])[F:18])=[C:5]2[C:9](=[CH:10][CH:11]=1)[N:8]([CH2:12][C:13](=[NH:16])[NH:14][OH:15])[CH:7]=[CH:6]2)#[N:2].[F:21][C:22]1[CH:23]=[C:24]([CH:28]=[C:29]([C:31]([F:34])([F:33])[F:32])[CH:30]=1)[C:25](O)=O>>[F:21][C:22]1[CH:23]=[C:24]([C:25]2[O:15][N:14]=[C:13]([CH2:12][N:8]3[C:9]4[C:5](=[C:4]([C:17]([F:19])([F:20])[F:18])[C:3]([C:1]#[N:2])=[CH:11][CH:10]=4)[CH:6]=[CH:7]3)[N:16]=2)[CH:28]=[C:29]([C:31]([F:32])([F:33])[F:34])[CH:30]=1. Reported procedure: Synthesized as described in Example 65 from 2-[5-cyano-4-(trifluoromethyl)-1H-indol-1-yl]-N-hydroxyethanimidamide and 3-fluoro-5-(trifluoromethyl)benzoic acid: MS (ESI): m/z 455 (M+1). Reactants: crude product, C([O-])(O)=O (bicarbonate), C([O-])([O-])=O.[K+].[K+] (potassium carbonate), BrC=1C=C2C(N(C=NC2=CC1)C(CCO)=O)=O (6-Bromo-3-(3-hydroxy-propionyl)-3H-quinazolin-4-one), C1(=CC=CC=C1)P(C1=CC=CC=C1)C1=CC=CC=C1 (Triphenylphosphine), ClC1=C(C(=CC=C1)OC)B(O)O (2-chloro-6-methoxy-phenylboronic acid). The reagents and catalysts are C=1C=CC(=CC1)/C=C/C(=O)/C=C/C2=CC=CC=C2.C=1C=CC(=CC1)/C=C/C(=O)/C=C/C2=CC=CC=C2.C=1C=CC(=CC1)/C=C/C(=O)/C=C/C2=CC=CC=C2.[Pd].[Pd] (tris(dibenzylideneacetone)dipalladium). The solvent is C(Cl)Cl (methylene chloride), O (water), CN(C(C)=O)C (N,N-dimethylacetamide), C(C)O (ethanol). The product is ClC1=C(C(=CC=C1)OC)C=1C=C2C(N(C=NC2=CC1)C(CCO)=O)=O (6-(2-chloro-6-methoxyphenyl)-3-(3-hydroxy-propionyl)-3H-quinazolin-4-one). The yield is 24.3%. As a reaction SMILES: Br[C:2]1[CH:3]=[C:4]2[C:9](=[CH:10][CH:11]=1)[N:8]=[CH:7][N:6]([C:12](=[O:16])[CH2:13][CH2:14][OH:15])[C:5]2=[O:17].[Cl:18][C:19]1[CH:24]=[CH:23][CH:22]=[C:21]([O:25][CH3:26])[C:20]=1B(O)O.C(=O)([O-])[O-].[K+].[K+].C1(P(C2C=CC=CC=2)C2C=CC=CC=2)C=CC=CC=1.C(=O)(O)[O-]>CN(C)C(=O)C.C(O)C.O.C1C=CC(/C=C/C(/C=C/C2C=CC=CC=2)=O)=CC=1.C1C=CC(/C=C/C(/C=C/C2C=CC=CC=2)=O)=CC=1.C1C=CC(/C=C/C(/C=C/C2C=CC=CC=2)=O)=CC=1.[Pd].[Pd].C(Cl)Cl>[Cl:18][C:19]1[CH:24]=[CH:23][CH:22]=[C:21]([O:25][CH3:26])[C:20]=1[C:2]1[CH:3]=[C:4]2[C:9](=[CH:10][CH:11]=1)[N:8]=[CH:7][N:6]([C:12](=[O:16])[CH2:13][CH2:14][OH:15])[C:5]2=[O:17] |f:2.3.4,10.11.12.13.14|. Reported procedure: To a solution of 6-Bromo-3-(3-hydroxy-propionyl)-3H-quinazolin-4-one (11.6 mg, 0.039 mmol) dissolved in 1 ml N,N-dimethylacetamide in a 20 ml vial, 2-chloro-6-methoxy-phenylboronic acid (14.55 mg, 0.078 mmol) dissolved in 0.5 ml ethanol and potassium carbonate (5.92 mg, 0.043 mmol) dissolved in 0.5 ml water were added. Triphenylphosphine (1 mg, 3.8 umol) and tris(dibenzylideneacetone)dipalladium (0) (0.7 mg, 0.78 umol) were added to the mixture which refluxed overnight. The crude product was pou... Starting materials: CN (methylamine), NC1=NC(=NC(=N1)F)OC(F)(F)F (2-amino-4-fluoro-6-trifluoromethoxy-1,3,5-triazine). The solvent is O1CCCC1 (tetrahydrofuran). Run at temperature 22 celsius, time 8 hour. The product is NC1=NC(=NC(=N1)NC)OC(F)(F)F (2-Amino-4-methylamino-6-trifluoromethoxy-1,3,5-triazine). Reaction SMILES: [CH3:1][NH2:2].[NH2:3][C:4]1[N:9]=[C:8](F)[N:7]=[C:6]([O:11][C:12]([F:15])([F:14])[F:13])[N:5]=1>O1CCCC1>[NH2:3][C:4]1[N:9]=[C:8]([NH:2][CH3:1])[N:7]=[C:6]([O:11][C:12]([F:15])([F:14])[F:13])[N:5]=1. Reported procedure: 3.5 g (0.111 mol) of methylamine were passed over the course of 20 minutes into a stirred solution of 11 g (0.055 mol) of 2-amino-4-fluoro-6-trifluoromethoxy-1,3,5-triazine in 150 ml of tetrahydrofuran at 0° C. The mixture was stirred at 0° C. for one hour and at 22° C. overnight. It was then concentrated under reduced pressure, stirred with water and dried. 10.8 g (93.1% of theory) of the title compound of melting point 155°-157° C. (decomposition) were obtained.